This data is from the Open Reaction Database (ORD), a public repository of structured organic reaction records. The task is: describe an organic reaction: reactants, conditions, products, and yield Reactants: NC=1C=CC(=C(C#N)C1)C1CC1 (5-amino-2-cyclopropylbenzonitrile), ClC1=NC=C(C(=N1)O)Cl (2,5-dichloropyrimidin-4-ol), O.C1(=CC=C(C=C1)S(=O)(=O)O)C (p-toluenesulfonic acid monohydrate). Run in C(C)(C)O (isopropyl alcohol). Conditions: temperature 110 celsius. Yields the product ClC=1C(=NC(=NC1)NC=1C=CC(=C(C#N)C1)C1CC1)O (5-(5-chloro-4-hydroxypyrimidin-2-ylamino)-2-cyclopropylbenzonitrile). Reaction SMILES: [NH2:1][C:2]1[CH:3]=[CH:4][C:5]([CH:10]2[CH2:12][CH2:11]2)=[C:6]([CH:9]=1)[C:7]#[N:8].Cl[C:14]1[N:19]=[C:18]([OH:20])[C:17]([Cl:21])=[CH:16][N:15]=1.O.C1(C)C=CC(S(O)(=O)=O)=CC=1>C(O)(C)C>[Cl:21][C:17]1[C:18]([OH:20])=[N:19][C:14]([NH:1][C:2]2[CH:3]=[CH:4][C:5]([CH:10]3[CH2:11][CH2:12]3)=[C:6]([CH:9]=2)[C:7]#[N:8])=[N:15][CH:16]=1 |f:2.3|. Reported procedure: 5-amino-2-cyclopropylbenzonitrile (25.4 mmol; from the previous reaction) was transferred to a large reaction tube with magnetic stir bar in 250 mL isopropyl alcohol. 2,5-dichloropyrimidin-4-ol (4.20 g, 25.5 mmol) and p-toluenesulfonic acid monohydrate (14.50 g, 76.2 mmol) were weighed out and added. This was heated overnight at 110° C. After that time, it was allowed to cool to room temperature and an orange precipitate was filtered off. The filtrate was concentrated to half volume, and a secon... Reported procedure: The entitled compound was prepared from 1-[4-(t-butyldimethylsilyl)oxy-2,6,6-trimethylcyclohex-1enyl]oct-1-en-3-one in the same manner as described in Example 1-(4), (5), and (6). Yields the product OC1(C(C(CC(C1)O)(C)C)C=CC(CCCCC)O)C (1-(2,4-Dihydroxy-2,6,6-Trimethylcyclohexyl)Oct-1-en-3-ol). Reactants: [Si](C)(C)(C(C)(C)C)OC1CC(=C(C(C1)(C)C)C=CC(CCCCC)=O)C (1-[4-(t-butyldimethylsilyl)oxy-2,6,6-trimethylcyclohex-1enyl]oct-1-en-3-one), OC1(C(C(CC(C1)O)(C)C)C=CC(C)O)C (4-(2,4-Dihydroxy-2,6,6-Trimethylcyclohexyl)But-3-en-2-ol). Reaction SMILES: [Si]([O:8][CH:9]1[CH2:14][C:13]([CH3:16])([CH3:15])[C:12]([CH:17]=[CH:18][C:19](=[O:25])[CH2:20][CH2:21][CH2:22][CH2:23][CH3:24])=[C:11]([CH3:26])[CH2:10]1)(C(C)(C)C)(C)C.[OH:27]C1(C)CC(O)CC(C)(C)C1C=CC(O)C>>[OH:27][C:11]1([CH3:26])[CH2:10][CH:9]([OH:8])[CH2:14][C:13]([CH3:16])([CH3:15])[CH:12]1[CH:17]=[CH:18][CH:19]([OH:25])[CH2:20][CH2:21][CH2:22][CH2:23][CH3:24]. Reactants: C1(=CC=CC=C1)[C@H](C)NC1=NC(=CC(=N1)N1C=NC2=C1C=CC=C2)Cl (2-[(S)-1-phenylethylamino]-4-[benzimidazol-1-yl]-6-chloropyrimidine), CC1=C(C=CC=C1)B(O)O (2-methylphenyboronic acid), C1(=CC=CC=C1)C (toluene), C(=O)([O-])[O-].[Na+].[Na+] (Na2CO3). Reagents/catalysts: C=1C=CC(=CC1)[P](C=2C=CC=CC2)(C=3C=CC=CC3)[Pd]([P](C=4C=CC=CC4)(C=5C=CC=CC5)C=6C=CC=CC6)([P](C=7C=CC=CC7)(C=8C=CC=CC8)C=9C=CC=CC9)[P](C=1C=CC=CC1)(C=1C=CC=CC1)C=1C=CC=CC1 (Pd(PPh3)4). Solvent: CCO (EtOH). Yields the product C1(=CC=CC=C1)[C@H](C)NC1=NC(=CC(=N1)N1C=NC2=C1C=CC=C2)C2=C(C=CC=C2)C (2-[(S)-1-Phenylethylamino]-4-[benzimidazol-1-yl]-6-(2-methylphenyl)pyrimidine). The yield is 48.9%. As a reaction SMILES: [C:1]1([C@@H:7]([NH:9][C:10]2[N:15]=[C:14]([N:16]3[C:20]4[CH:21]=[CH:22][CH:23]=[CH:24][C:19]=4[N:18]=[CH:17]3)[CH:13]=[C:12](Cl)[N:11]=2)[CH3:8])[CH:6]=[CH:5][CH:4]=[CH:3][CH:2]=1.[CH3:26][C:27]1[CH:32]=[CH:31][CH:30]=[CH:29][C:28]=1B(O)O.C1(C)C=CC=CC=1.C([O-])([O-])=O.[Na+].[Na+]>C1C=CC([P]([Pd]([P](C2C=CC=CC=2)(C2C=CC=CC=2)C2C=CC=CC=2)([P](C2C=CC=CC=2)(C2C=CC=CC=2)C2C=CC=CC=2)[P](C2C=CC=CC=2)(C2C=CC=CC=2)C2C=CC=CC=2)(C2C=CC=CC=2)C2C=CC=CC=2)=CC=1.CCO>[C:1]1([C@@H:7]([NH:9][C:10]2[N:15]=[C:14]([N:16]3[C:20]4[CH:21]=[CH:22][CH:23]=[CH:24][C:19]=4[N:18]=[CH:17]3)[CH:13]=[C:12]([C:28]3[CH:29]=[CH:30][CH:31]=[CH:32][C:27]=3[CH3:26])[N:11]=2)[CH3:8])[CH:6]=[CH:5][CH:4]=[CH:3][CH:2]=1 |f:3.4.5,^1:52,54,73,92|. Procedure details: To a solution of 2-[(S)-1-phenylethylamino]-4-[benzimidazol-1-yl]-6-chloropyrimidine (30 mg) and 2-methylphenyboronic acid (18 mg) in 10:1 toluene:EtOH was added 1M Na2CO3 (0.215 mL) and Pd(PPh3)4 (5 mg). The resulting mixture was heated and maintained at reflux for 9 h, then cooled and filtered through MgSO4. The filtrate was concentrated under reduced pressure and purified by preparative thin layer chromatography (1:50 EtOAc:CH2Cl2) to give 17 mg of the title compound. 1H NMR (500 MHz, CDCl3):... The product is C(CCCC)C=1C(CC(C1C)NCC)=O (2-n-pentyl-3-methyl-4-ethylamino-2-cyclopentenone). Conditions: time 30 minute. Run in O1CCCC1 (tetrahydrofuran). Starting materials: aqueous solution, C(C)N (monoethylamine), C(CCCC)C1C(C=CC1(C)O)=O (2-n-pentyl-3-hydroxy-3-methyl-4-cyclopentenone). As a reaction SMILES: [CH2:1]([NH2:3])[CH3:2].[CH2:4]([CH:9]1[C:13](O)([CH3:14])[CH:12]=[CH:11][C:10]1=[O:16])[CH2:5][CH2:6][CH2:7][CH3:8]>O1CCCC1>[CH2:4]([C:9]1[C:10](=[O:16])[CH2:11][CH:12]([NH:3][CH2:1][CH3:2])[C:13]=1[CH3:14])[CH2:5][CH2:6][CH2:7][CH3:8]. Yield: 97.1%. Procedure details: Into a four-necked flask equipped with a stirrer and a thermometer, a 30% aqueous solution of monoethylamine (70 g) and tetrahydrofuran (18 g) were charged, and then 2-n-pentyl-3-hydroxy-3-methyl-4-cyclopentenone (18.2 g) was dropwise added thereto at a temperature of 10° to 20° C. for 30 minutes. At the same temperature, the reaction mixture was kept for 2 hours. After completion of the reaction, the mixture was extracted with toluene, and the organic layer was washed with water. From the organ... Starting materials: CN(C)[C@H]1[C@@H]2C[C@@H]3CC=4C=CC=C(C4C(=O)C3=C([C@@]2(C(=O)C(=C1O)C(=O)N)O)O)O (sancycline), IN1C(CCC1=O)=O (N-iodosuccinimide). Run in S(O)(O)(=O)=O (sulfuric acid). Reaction conditions: temperature 0 celsius. The product is CN(C)[C@H]1[C@@H]2C[C@@H]3CC4=C(C=CC(=C4C(=C3C(=O)[C@@]2(C(=C(C1=O)C(=O)N)O)O)O)O)I (7-iodosancycline). As a reaction SMILES: [CH3:1][N:2]([C@@H:4]1[C:23]([OH:24])=[C:22]([C:25]([NH2:27])=[O:26])[C:20](=[O:21])[C@:19]2([OH:28])[C@H:5]1[CH2:6][C@H:7]1[C:17](=[C:18]2[OH:29])[C:15](=[O:16])[C:14]2[C:13]([OH:30])=[CH:12][CH:11]=[CH:10][C:9]=2[CH2:8]1)[CH3:3].[I:31]N1C(=O)CCC1=O>S(=O)(=O)(O)O>[CH3:3][N:2]([C@@H:4]1[C:23](=[O:24])[C:22]([C:25]([NH2:27])=[O:26])=[C:20]([OH:21])[C@:19]2([OH:28])[C@H:5]1[CH2:6][C@H:7]1[C:17]([C:18]2=[O:29])=[C:15]([OH:16])[C:14]2[C:9](=[C:10]([I:31])[CH:11]=[CH:12][C:13]=2[OH:30])[CH2:8]1)[CH3:1]. Reported procedure: Five grams of sancycline was dissolved in 85 mL of concentrated sulfuric acid that was cooled to 0° C. (on ice). N-iodosuccinimide (NIS) was added to the reaction in 300 mg portions every 15 minutes and reacted for 5 hours. The reaction is removed from the ice bath. The mixture, analyzed by HPLC or TLC, show the product of D-ring iodotetracyclines. After the reaction was complete, the sulfuric acid was dripped slowly 1 L of ice water and extracted 7 times with 300 mL of n-butanol. The solvent wa... The reactants are B, O=C(O)c1ccc2cc(C(=O)OCc3ccccc3)ccc2c1, C1CCOC1, C1CCOC1. Yields the product O=C(OCc1ccccc1)c1ccc2cc(CO)ccc2c1. RXN SMILES: [BH3:24].[CH2:1]([c:2]1[cH:3][cH:4][cH:5][cH:6][cH:7]1)[O:8][C:9](=[O:10])[c:11]1[cH:12][c:13]2[cH:14][cH:15][c:16]([C:21](=[O:22])[OH:23])[cH:17][c:18]2[cH:19][cH:20]1.[CH2:25]1[O:26][CH2:27][CH2:28][CH2:29]1.[CH2:30]1[O:31][CH2:32][CH2:33][CH2:34]1>>[CH2:1]([c:2]1[cH:3][cH:4][cH:5][cH:6][cH:7]1)[O:8][C:9](=[O:10])[c:11]1[cH:12][c:13]2[cH:14][cH:15][c:16]([CH2:21][OH:22])[cH:17][c:18]2[cH:19][cH:20]1. Reactants: CC(C)(C(C=C)=O)C (2,2-dimethylpent-4-en-3-one), ClC=1C=CC(=NC1)NC([S-])=S.C(C)[NH+](CC)CC (triethylammonium 5-chloropyrid-2-yldithiocarbamate). Run in C(C)#N (acetonitrile), C(C)#N (acetonitrile), C(Cl)(Cl)Cl (chloroform). Reaction conditions: time 3 hour. Yields the product ClC=1C=CC(=NC1)NC(SCCC(C(C)(C)C)=O)=S (4,4-Dimethyl-3-oxopentyl 5-chloropyrid-2-yldithiocarbamate). Yield: 82.6%. Reaction SMILES: [CH3:1][C:2]([CH3:8])([C:4](=[O:7])[CH:5]=[CH2:6])[CH3:3].[Cl:9][C:10]1[CH:11]=[CH:12][C:13]([NH:16][C:17](=[S:19])[S-:18])=[N:14][CH:15]=1.C([NH+](CC)CC)C>C(#N)C.C(Cl)(Cl)Cl>[Cl:9][C:10]1[CH:11]=[CH:12][C:13]([NH:16][C:17](=[S:18])[S:19][CH2:6][CH2:5][C:4](=[O:7])[C:2]([CH3:8])([CH3:3])[CH3:1])=[N:14][CH:15]=1 |f:1.2|. Reported procedure: A solution of 2,2-dimethylpent-4-en-3-one (30.0 g) in anhydrous acetonitrile (60 cc) is added, at a maximum temperature of 5° C., to a suspension of triethylammonium 5-chloropyrid-2-yldithiocarbamate (82.0 g) in anhydrous acetonitrile (400 cc). The reaction is allowed to proceed for 3 hours at between 5° and 20° C. The crystals which appear are filtered off; the filtrate is evaporated under reduced pressure (20 mmHg) at 45° C. The residue obtained and the crystals separated off beforehand are di... The reactants are ClC1=CC=CC(=N1)CO (6-Chloro-2-pyridylmethanol), S(=O)(Cl)Cl (thionyl chloride), [Na] (sodium). Run in C(Cl)Cl (methylene chloride). The product is ClC1=CC=CC(=N1)CCl (6-Chloro-2-chloromethylpyridine). As a reaction SMILES: [Cl:1][C:2]1[N:7]=[C:6]([CH2:8]O)[CH:5]=[CH:4][CH:3]=1.S(Cl)([Cl:12])=O.[Na]>C(Cl)Cl>[Cl:1][C:2]1[N:7]=[C:6]([CH2:8][Cl:12])[CH:5]=[CH:4][CH:3]=1 |^1:13|. Procedure details: 6-Chloro-2-pyridylmethanol, 0.982 g (6.84 mmole) in 10 ml methylene chloride was treated with 0.814 g thionyl chloride at room temperature for one hour. The mixture was neutralized with saturated sodium bicaronate solution, extracted with methylene chloride, the extracts dried and solvent evaporated to give 815 mg of product as colorless crystals. 1H--NMR(CDCl3)ppm (delta): 4.7 (s, 2H), 7.1-8.0 (m, 3H). Starting materials: NCC(CO)O (3-amino-1,2-propanediol), ClCC(=O)OC (methyl chloroacetate). The solvent is CO (methyl alcohol), CO (methyl alcohol). Conditions: time 5 hour. The product is OC(CNC(CCl)=O)CO (N-(2,3-dihydroxypropyl) chloroacetamide). Yield: 95.0%. RXN SMILES: [NH2:1][CH2:2][CH:3]([OH:6])[CH2:4][OH:5].[Cl:7][CH2:8][C:9](OC)=[O:10]>CO>[OH:6][CH:3]([CH2:4][OH:5])[CH2:2][NH:1][C:9](=[O:10])[CH2:8][Cl:7]. Procedure details: A solution of 25 grams (g.) (0.27 mole) of 3-amino-1,2-propanediol in 50 milliliter (ml.) methyl alcohol is added slowly to a solution of methyl chloroacetate, 33.0 g. (0.30 mole) in 50 ml. methyl alcohol at 5°-10° C. The solution is stirred for five hours at 5°-10° C. and is then allowed to stand in the cold for four days. The solution is then evaporated in vacuum to leave 43 g. of the desired product, a viscous oil, nD30 1.5148. (95% yield). The reactants are S(O)(O)(=O)=O (sulfuric acid), NC1=NC(=NN1)S (5-amino-3-mercapto-1,2,4-triazole), ClCl (chlorine), ClCl (chlorine). The solvent is Cl (hydrochloric acid). Reaction conditions: temperature 18 celsius. Product: NC1(N=CN=N1)S(=O)(=O)Cl (5-Amino-5-chlorosulfonyl-1,2,4-triazole). As a reaction SMILES: [S:1](=[O:5])(=O)(O)[OH:2].[NH2:6][C:7]1[NH:11][N:10]=[C:9](S)[N:8]=1.[Cl:13]Cl>Cl>[NH2:6][C:7]1([S:1]([Cl:13])(=[O:5])=[O:2])[N:11]=[N:10][CH:9]=[N:8]1. Procedure details: A 1 liter bottom draining glass reactor fitted with a fritted glass gas inlet tube, a gas outlet with a sulfuric acid scrubber, a paddle stirrer, a thermometer, and a jacket connected to a recirculating temperature regulated bath maintained at 18° C. A mixture containing 116 g (1.0 mole) of 5-amino-3-mercapto-1,2,4-triazole and 800 ml of 20 percent aqueous hydrochloric acid (made from 432 ml of 37 percent hydrochloric acid and 368 ml of water) was placed in the reactor and 222 g (3.13 moles) of ...